Dataset: the Open Reaction Database (ORD), a public repository of structured organic reaction records. Task: describe an organic reaction: reactants, conditions, products, and yield Reactants: NCCOCC1=NC=CC=C1 (2-(2-Aminoethoxymethyl)pyridine), CN=C=S (methyl isothiocyanate). Run in C(C)(C)O (isopropyl alcohol). Yields the product CNC(=S)NCCOCC1=NC=CC=C1 (N-methyl-N'-[2-(2-pyridylmethoxy)ethyl]-thiourea). RXN SMILES: [NH2:1][CH2:2][CH2:3][O:4][CH2:5][C:6]1[CH:11]=[CH:10][CH:9]=[CH:8][N:7]=1.[CH3:12][N:13]=[C:14]=[S:15]>C(O)(C)C>[CH3:12][NH:13][C:14]([NH:1][CH2:2][CH2:3][O:4][CH2:5][C:6]1[CH:11]=[CH:10][CH:9]=[CH:8][N:7]=1)=[S:15]. Procedure details: 2-(2-Aminoethoxymethyl)pyridine is caused to react with methyl isothiocyanate (1.21 g.) in isopropyl alcohol (25 ml.) by the procedure of Example 1 to give N-methyl-N'-[2-(2-pyridylmethoxy)ethyl]-thiourea.